This data is from the Open Reaction Database (ORD), a public repository of structured organic reaction records. The task is: describe an organic reaction: reactants, conditions, products, and yield Starting materials: C[C@H](C(=O)ON1C(=O)CCC1=O)NC(=O)OC(C)(C)C (Boc-D-alanine N-hydroxysuccinimide ester), FC(C(=O)O)(F)F (trifluoroacetic acid), N[C@@H](CC1=CC=CC=C1)C(=O)N[C@@H](CCCNC(N)=N)C(=O)O.Cl.Cl.C1=C(C=CC2=CC=CC=C12)[NH-] (Phe-Arg β-naphthylamide dihydrochloride), Boc-D-Ala-Phe-Arg 2-naphthylamide. The product is FC(C(=O)O)(F)F.C1=C(C=CC2=CC=CC=C12)NC([C@@H](NC([C@@H](NC([C@H](N)C)=O)CC1=CC=CC=C1)=O)CCCNC(N)=N)=O (D-Alanyl-Phenylalanyl-Arginine 2-Naphthylamide Trifluoroacetate). Reaction SMILES: [CH3:1][C@@H:2]([NH:13]C(OC(C)(C)C)=O)[C:3](ON1C(=O)CCC1=O)=[O:4].[NH2:21][C@H:22]([C:30]([NH:32][C@H:33]([C:41]([OH:43])=O)[CH2:34][CH2:35][CH2:36][NH:37][C:38](=[NH:40])[NH2:39])=[O:31])[CH2:23][C:24]1[CH:29]=[CH:28][CH:27]=[CH:26][CH:25]=1.Cl.Cl.[CH:46]1[C:55]2[C:50](=[CH:51][CH:52]=[CH:53][CH:54]=2)[CH:49]=[CH:48][C:47]=1[NH-:56].[F:57][C:58]([F:63])([F:62])[C:59]([OH:61])=[O:60]>>[F:57][C:58]([F:63])([F:62])[C:59]([OH:61])=[O:60].[CH:46]1[C:55]2[C:50](=[CH:51][CH:52]=[CH:53][CH:54]=2)[CH:49]=[CH:48][C:47]=1[NH:56][C:41](=[O:43])[C@H:33]([CH2:34][CH2:35][CH2:36][NH:37][C:38](=[NH:40])[NH2:39])[NH:32][C:30](=[O:31])[C@H:22]([CH2:23][C:24]1[CH:25]=[CH:26][CH:27]=[CH:28][CH:29]=1)[NH:21][C:3](=[O:4])[C@@H:2]([CH3:1])[NH2:13] |f:1.2.3.4,6.7|. Procedure: This was similarly prepared, as described in Example 1. Boc-D-alanine N-hydroxysuccinimide ester was coupled to Phe-Arg-β-naphthylamide dihydrochloride; the resultant Boc-D-Ala-Phe-Arg 2-naphthylamide was deprotected with trifluoroacetic acid to afford a white solid: 1H NMR (400 MHz, D2O ) δ1.43 (d, J=8.8 Hz, 3H), 1.74 (m, 2H), 1.90 (m, 1H), 1.99 (m, 1H), 3.17 (dd, J=12.9; 8.2 Hz, 1H), 3.21 (dd, J=12.3; 8.2 Hz, 1H), 3.29 (t, J=7.1 Hz, 2H), 4.13 (q, J=8.8 Hz, 1H), 5.50 (t, J=8.0 Hz, 1H), 4.81 (HO... Solvent: CO (methanol), C(C)(=O)OCC (ethyl acetate). The reagents and catalysts are [Pd] (palladium on carbon). As a reaction SMILES: [NH2:1][C:2]1[N:7]=[C:6]([CH:8]2[CH2:13][CH2:12][N:11]([C:14](=[O:37])[C:15]3[CH:20]=[CH:19][C:18]([O:21]CC4C=CC=CC=4)=[C:17]([O:29]CC4C=CC=CC=4)[CH:16]=3)[CH2:10][CH2:9]2)[CH:5]=[C:4]([CH2:38][C:39]2[CH:44]=[CH:43][C:42]([O:45][CH3:46])=[CH:41][CH:40]=2)[N:3]=1>CO.C(OCC)(=O)C.[Pd]>[NH2:1][C:2]1[N:7]=[C:6]([CH:8]2[CH2:13][CH2:12][N:11]([C:14](=[O:37])[C:15]3[CH:20]=[CH:19][C:18]([OH:21])=[C:17]([OH:29])[CH:16]=3)[CH2:10][CH2:9]2)[CH:5]=[C:4]([CH2:38][C:39]2[CH:40]=[CH:41][C:42]([O:45][CH3:46])=[CH:43][CH:44]=2)[N:3]=1. Isolated yield 74.3%. Reactants: NC1=NC(=CC(=N1)C1CCN(CC1)C(C1=CC(=C(C=C1)OCC1=CC=CC=C1)OCC1=CC=CC=C1)=O)CC1=CC=C(C=C1)OC (2-Amino-4-[1-(3,4-dibenzyloxybenzoyl)-4-piperidinyl]-6-(4-methoxyphenylmethyl)pyrimidine). Yields the product NC1=NC(=CC(=N1)C1CCN(CC1)C(C1=CC(=C(C=C1)O)O)=O)CC1=CC=C(C=C1)OC (2-amino-4-[1-(3,4-dihydroxybenzoyl)-4-piperidinyl]-6-(4-methoxyphenylmethyl)pyrimidine). Procedure details: 2-Amino-4-[1-(3,4-dibenzyloxybenzoyl)-4-piperidinyl]-6-(4-methoxyphenylmethyl)pyrimidine (293 mg, 0.48 mmol) was dissolved in a mixture of methanol (3 ml) and ethyl acetate (3 ml), and hydrogenated under 1 atm in the presence of 10% palladium on carbon (80 mg) for about 3 hours. The catalyst was filtered off and washed with methanol. The filtrate was concentrated in vacuo and the residue was purified by column chromatography (chloroform:methanol=97:3) to give the titled compound (155 mg). Starting materials: COC(CCCCCCCCC1=NC2=NC=CC=C2C=C1)=O (9-([1,8]-Naphthyridin-2-yl)-nonanoic acid methyl ester). The reagents and catalysts are [Pd] (Pd/C). The solvent is C(C)O (ethanol). Run at time 20 hour. The product is COC(CCCCCCCCC1=NC=2NCCCC2C=C1)=O (9-(5,6,7,8-Tetrahydro-[1,8]naphthyridin-2-yl)-nonanoic acid methyl ester). As a reaction SMILES: [CH3:1][O:2][C:3](=[O:22])[CH2:4][CH2:5][CH2:6][CH2:7][CH2:8][CH2:9][CH2:10][CH2:11][C:12]1[CH:21]=[CH:20][C:19]2[C:14](=[N:15][CH:16]=[CH:17][CH:18]=2)[N:13]=1>[Pd].C(O)C>[CH3:1][O:2][C:3](=[O:22])[CH2:4][CH2:5][CH2:6][CH2:7][CH2:8][CH2:9][CH2:10][CH2:11][C:12]1[CH:21]=[CH:20][C:19]2[CH2:18][CH2:17][CH2:16][NH:15][C:14]=2[N:13]=1. Reported procedure: A mixture of 13-3 (8.5 g, 28 mmol), 10% Pd/C (1.7 g), and ethanol (140 mL) was stirred under a hydrogen atmosphere for 20 h. The reaction mixture was then filtered through a celite pad and concentrated to give 13-4 as a pale yellow oil. The product is C1(=CC(=CC=C1)N1C=NC=2CNCCC21)C (1-m-tolyl-4,5,6,7-tetrahydro-1H-imidazo[4,5-c]pyridine). Reaction SMILES: C([N:8]1[CH2:13][CH2:12][C:11]2[N:14]([C:17]3[CH:18]=[C:19]([CH3:23])[CH:20]=[CH:21][CH:22]=3)[CH:15]=[N:16][C:10]=2[CH2:9]1)C1C=CC=CC=1.C([O-])=O.[NH4+]>CO.[Pd]>[C:19]1([CH3:23])[CH:20]=[CH:21][CH:22]=[C:17]([N:14]2[C:11]3[CH2:12][CH2:13][NH:8][CH2:9][C:10]=3[N:16]=[CH:15]2)[CH:18]=1 |f:1.2|. Yield: 32.2%. Reactants: C(C1=CC=CC=C1)N1CC2=C(CC1)N(C=N2)C=2C=C(C=CC2)C (5-benzyl-1-m-tolyl-4,5,6,7-tetrahydro-1H-imidazo[4,5-c]pyridine), C(=O)[O-].[NH4+] (ammonium formate). The solvent is CO (methanol). Reagents/catalysts: [Pd] (Pd/C). Procedure: A mixture of 5-benzyl-1-m-tolyl-4,5,6,7-tetrahydro-1H-imidazo[4,5-c]pyridine 17a (500 mg, 1.6 mmol), ammonium formate (1.0 g), and 700 mg 5% Pd/C (50% with water) in 80% aqueous methanol was heated at reflux for 12 hr, and then allowed to reach ambient temperature. The catalyst was removed by filtration through Celite®. The filtrate was evaporated in vacuo. Purification by silica gel chromatography provided 1-m-tolyl-4,5,6,7-tetrahydro-1H-imidazo[4,5-c]pyridine (110 mg) 18a as an oil. Starting materials: solution, C(C)(C)(C)[Li] (tert-butyllithium), CCCCC (pentane), CI (methyl iodide), C1(=CC=CC=C1)S(=O)(=O)N1C=C(C=2C1=NC=C(C2)C2=C(C=CC=C2)OC2=CC=CC=C2)C2=CC=CC=C2 (1-Benzenesulfonyl-5-(2-phenoxy-phenyl)-3-phenyl-1H-pyrrolo[2,3-b]pyridine). Solvent: CCOC(=O)C (EtOAc), C(=O)(O)[O-].[Na+] (NaHCO3), C1CCOC1 (THF). Run at time 0.6 hour. Product: CC1=C(C=2C(=NC=C(C2)C2=C(C=CC=C2)OC2=CC=CC=C2)N1)C1=CC=CC=C1 (2-Methyl-5-(2-phenoxy-phenyl)-3-phenyl-1H-pyrrolo[2,3-b]pyridine). Yield: 7.3%. Reaction SMILES: C1(S([N:10]2[C:14]3=[N:15][CH:16]=[C:17]([C:19]4[CH:24]=[CH:23][CH:22]=[CH:21][C:20]=4[O:25][C:26]4[CH:31]=[CH:30][CH:29]=[CH:28][CH:27]=4)[CH:18]=C3C(C3C=CC=CC=3)=C2)(=O)=O)C=CC=CC=1.[C:38]([Li])([CH3:41])([CH3:40])[CH3:39].[CH3:43][CH2:44][CH2:45][CH2:46][CH3:47].[CH3:48]I>C1COCC1.CCOC(C)=O.C([O-])(O)=O.[Na+]>[CH3:48][C:39]1[NH:10][C:14]2=[N:15][CH:16]=[C:17]([C:19]3[CH:24]=[CH:23][CH:22]=[CH:21][C:20]=3[O:25][C:26]3[CH:31]=[CH:30][CH:29]=[CH:28][CH:27]=3)[CH:18]=[C:40]2[C:38]=1[C:41]1[CH:47]=[CH:46][CH:45]=[CH:44][CH:43]=1 |f:6.7|. Procedure: To a stirred and cooled (−78° C.) solution of the azaindole 28 (80 mg, 0.16 mmol) in dry THF (2 mL) was added a 1.5 M solution of tert-butyllithium in pentane (0.13 mL, 0.19 mmol) dropwise. After 0.6 h, methyl iodide (0.10 mL, 1.61 mmol) was added dropwise and the reaction mixture allowed to slowly warm to room temperature. Following a further 22.5 h the mixture was diluted with EtOAc and saturated NaHCO3 solution and partitioned. The aqueous layer was washed with EtOAc (3×). The combined organi... Reactants: C[Mg]Cl (methylmagnesium chloride), CC1(CCCC12CCCCC2)O (1-methylspiro[4.5]decan-1-ol), [Cl-].[NH4+] (ammonium chloride), C1(CCCC12CCCCC2)=O (spiro[4.5]decan-1-one), C1(CCCC1)=O (cyclopentanone). Solvent: O1CCCC1 (tetrahydrofuran), C1(=CC=CC=C1)C (toluene), C1(=CC=CC=C1)C (toluene). Conditions: temperature 40 celsius. Yields the product C(C(=C)C)(=O)OC1(CCCC12CCCCC2)C (1-methylspiro[4.5]decyl methacrylate). Isolated yield 63.0%. Reaction SMILES: C[Mg]Cl.[C:4]1(=[O:14])[C:8]2(CCCC[CH2:9]2)[CH2:7]CC1.C1(=O)CCCC1.[Cl-].[NH4+].[CH3:23][C:24]1([OH:34])[C:28]2([CH2:33][CH2:32][CH2:31][CH2:30][CH2:29]2)[CH2:27][CH2:26][CH2:25]1>C1(C)C=CC=CC=1.O1CCCC1>[C:4]([O:34][C:24]1([CH3:23])[C:28]2([CH2:29][CH2:30][CH2:31][CH2:32][CH2:33]2)[CH2:27][CH2:26][CH2:25]1)(=[O:14])[C:8]([CH3:9])=[CH2:7] |f:3.4|. Reported procedure: With stirring under nitrogen atmosphere at 40° C., 500 ml of toluene was added dropwise to a tetrahydrofuran solution of 0.95 mol methylmagnesium chloride (which had been prepared from 23 g of metallic magnesium, 500 ml of tetrahydrofuran and chloromethane), and then a mixture of 73 g of spiro[4.5]decan-1-one (which had been synthesized from cyclopentanone by a method as described in A. P. Krapcho, Synthesis, 1974, p 383 and references cited therein) and 1300 ml of toluene added. The reaction mi... Starting materials: CI, CN(C)C=O, CCOC(C)=O, COc1cc(NC(=O)c2ccncc2)ccc1-c1ccc2c(c1COc1cc(F)ccc1C)N(C)C(=O)C(C)(C)N2. The product is COc1cc(N(C)C(=O)c2ccncc2)ccc1-c1ccc2c(c1COc1cc(F)ccc1C)N(C)C(=O)C(C)(C)N2. As a reaction SMILES: [CH3:42][I:43].[CH3:44][N:45]([CH3:46])[CH:47]=[O:48].[CH3:49][CH2:50][O:51][C:52](=[O:53])[CH3:54].[F:1][c:2]1[cH:3][cH:4][c:5]([CH3:41])[c:6]([O:7][CH2:8][c:9]2[c:10](-[c:23]3[c:24]([O:38][CH3:39])[cH:25][c:26]([NH:29][C:30](=[O:31])[c:32]4[cH:33][cH:34][n:35][cH:36][cH:37]4)[cH:27][cH:28]3)[cH:11][cH:12][c:13]3[c:18]2[N:17]([CH3:19])[C:16](=[O:20])[C:15]([CH3:21])([CH3:22])[NH:14]3)[cH:40]1>>[F:1][c:2]1[cH:3][cH:4][c:5]([CH3:41])[c:6]([O:7][CH2:8][c:9]2[c:10](-[c:23]3[c:24]([O:38][CH3:39])[cH:25][c:26]([N:29]([C:30](=[O:31])[c:32]4[cH:33][cH:34][n:35][cH:36][cH:37]4)[CH3:42])[cH:27][cH:28]3)[cH:11][cH:12][c:13]3[c:18]2[N:17]([CH3:19])[C:16](=[O:20])[C:15]([CH3:21])([CH3:22])[NH:14]3)[cH:40]1. Reactants: FC1=CC=C(C=C1)NC1=C(C(=O)NCC#C)C=CC=N1 (2-(4-fluorophenylamino)-N-(prop-2-ynyl)nicotinamide), N(=[N+]=[N-])CC1=CC(=CC=C1)OC1=CC=CC=C1 (1-(azidomethyl)-3-phenoxybenzene), O (water), O=C1C(O)=C([O-])[C@H](O1)[C@@H](O)CO.[Na+] (sodium ascorbate). The reagents and catalysts are S(=O)(=O)([O-])[O-].[Cu+2] (copper (II) sulphate). The solvent is C(C)(C)(C)O (tert-butyl alcohol). Conditions: time 11 hour. Product: FC1=CC=C(C=C1)NC1=C(C(=O)NCC=2N=NN(C2)CC2=CC(=CC=C2)OC2=CC=CC=C2)C=CC=N1 (2-(4-Fluorophenylamino)-N-((1-(3-phenoxybenzyl)-1H-1,2,3-triazol4-yl)methyl)nicotinamide). Yield: 80.9%. As a reaction SMILES: [F:1][C:2]1[CH:7]=[CH:6][C:5]([NH:8][C:9]2[N:20]=[CH:19][CH:18]=[CH:17][C:10]=2[C:11]([NH:13][CH2:14][C:15]#[CH:16])=[O:12])=[CH:4][CH:3]=1.[N:21]([CH2:24][C:25]1[CH:30]=[CH:29][CH:28]=[C:27]([O:31][C:32]2[CH:37]=[CH:36][CH:35]=[CH:34][CH:33]=2)[CH:26]=1)=[N+:22]=[N-:23].O.O=C1O[C@H]([C@H](CO)O)C([O-])=C1O.[Na+]>S([O-])([O-])(=O)=O.[Cu+2].C(O)(C)(C)C>[F:1][C:2]1[CH:7]=[CH:6][C:5]([NH:8][C:9]2[N:20]=[CH:19][CH:18]=[CH:17][C:10]=2[C:11]([NH:13][CH2:14][C:15]2[N:23]=[N:22][N:21]([CH2:24][C:25]3[CH:30]=[CH:29][CH:28]=[C:27]([O:31][C:32]4[CH:37]=[CH:36][CH:35]=[CH:34][CH:33]=4)[CH:26]=3)[CH:16]=2)=[O:12])=[CH:4][CH:3]=1 |f:3.4,5.6|. Reported procedure: Compound 8 (194 mg, 1 mmol) and 4-fluoroaniline (9b, 111 mg, 1 mmol) were taken in ethylene glycol and heated at 140° C. for 6 h. Then the reaction mixture was cooled and extracted with ethyl acetate from the aqueous layer and concentrated in vacuum. The compound was further purified by column chromatography using 60-120 silica gel to obtain 2-(4-fluorophenylamino)-N-(prop-2-ynyl)nicotinamide 10b as pure product. To a solution of 2-(4-fluorophenylamino)-N-(prop-2-ynyl)nicotinamide (10b, 150 mg, ...